Dataset: the Open Reaction Database (ORD), a public repository of structured organic reaction records. Task: describe an organic reaction: reactants, conditions, products, and yield Starting materials: C(C1=CC=CC=C1)ONCCCCCNC(=O)OC(C)(C)C (N-Benzyloxy-N'-(tert-butoxycarbonyl)-1,5-pentanediamine), C1(CCC(=O)O1)=O (succinic anhydride). Solvent: N1=CC=CC=C1 (Pyridine). Run at temperature 0 celsius. Product: C(C1=CC=CC=C1)ON(C(CCC(=O)O)=O)CCCCCNC(=O)OC(C)(C)C (5-Benzyloxy-11-(tert-butoxycarbonyl)-4-oxo-5,11-diazaundecanoic acid). Isolated yield 88.2%. RXN SMILES: [CH2:1]([O:8][NH:9][CH2:10][CH2:11][CH2:12][CH2:13][CH2:14][NH:15][C:16]([O:18][C:19]([CH3:22])([CH3:21])[CH3:20])=[O:17])[C:2]1[CH:7]=[CH:6][CH:5]=[CH:4][CH:3]=1.[C:23]1(=[O:29])[O:28][C:26](=[O:27])[CH2:25][CH2:24]1>N1C=CC=CC=1>[CH2:1]([O:8][N:9]([CH2:10][CH2:11][CH2:12][CH2:13][CH2:14][NH:15][C:16]([O:18][C:19]([CH3:22])([CH3:21])[CH3:20])=[O:17])[C:23](=[O:29])[CH2:24][CH2:25][C:26]([OH:28])=[O:27])[C:2]1[CH:3]=[CH:4][CH:5]=[CH:6][CH:7]=1. Procedure: Pyridine (80 mL) was added to (7) (6.38 g, 20.7 mmol ) and succinic anhydride (3.11 g, 31.1 mmol ) and the reaction was heated under nitrogen at 80°-86° C. for 1.5 hours. Solvent was removed under high vacuum and the residue was dissolved with ether (150 mL) and washed with saturated NaHCO3 (4×50 mL). The aqueous portion was extracted with ether (2×50 mL), cooled to 0° C., acidified with cold 1N HCl (350 mL) and extracted with CHCl] (6×100 mL). A water wash (100 mL), solvent removal and flash co... Reactants: O=C([O-])[O-], CCI, [K+], [K+], CS(=O)(=O)c1ccc(C(COC(=O)OCCCC(CO[N+](=O)[O-])O[N+](=O)[O-])=C(C(=O)O)c2ccccc2)cc1, CN(C)C=O. Product: CCOC(=O)C(=C(COC(=O)OCCCC(CO[N+](=O)[O-])O[N+](=O)[O-])c1ccc(S(C)(=O)=O)cc1)c1ccccc1. Reaction SMILES: [C:43](=[O:44])([O-:45])[O-:46].[CH2:40]([CH3:41])[I:42].[K+:47].[K+:48].[N+:1](=[O:2])([O-:3])[O:4][CH:5]([CH2:6][CH2:7][CH2:8][O:9][C:10](=[O:11])[O:12][CH2:13][C:14](=[C:15]([C:16](=[O:17])[OH:18])[c:19]1[cH:20][cH:21][cH:22][cH:23][cH:24]1)[c:25]1[cH:26][cH:27][c:28]([S:31](=[O:32])(=[O:33])[CH3:34])[cH:29][cH:30]1)[CH2:35][O:36][N+:37](=[O:38])[O-:39].[O:49]=[CH:50][N:51]([CH3:52])[CH3:53]>>[N+:1](=[O:2])([O-:3])[O:4][CH:5]([CH2:6][CH2:7][CH2:8][O:9][C:10](=[O:11])[O:12][CH2:13][C:14](=[C:15]([C:16](=[O:17])[O:18][CH2:40][CH3:41])[c:19]1[cH:20][cH:21][cH:22][cH:23][cH:24]1)[c:25]1[cH:26][cH:27][c:28]([S:31](=[O:32])(=[O:33])[CH3:34])[cH:29][cH:30]1)[CH2:35][O:36][N+:37](=[O:38])[O-:39]. The reactants are acid ( VII ), CN1CC=2N(C3=CC=C(C=C3C2CC1)C)CC(=O)O (2-(2,6-dimethyl-3,4-dihydro-1H-pyrido[3,4-b]indol-9(2H)-yl)acetic acid), C1=CC=C2C(=C1)C3=C(N2)N=CC=C3 (3-carboline). The solvent is CC(CCO)C (3-methylbutan-1-ol). Product: C1CCC(CC1)N=C=NC2CCCCC2 (DCC), compound 19, CN1CC=2N(C3=CC=C(C=C3C2CC1)C)CC(=O)OCCC(C)C (isopentyl 2-(2,6-dimethyl-3,4-dihydro-1H-pyrido[3,4-b]indol-9(2H)-yl)acetate). RXN SMILES: [CH:1]1[CH:6]=[C:5]2[C:7]3[CH:13]=[CH:12][CH:11]=[N:10][C:8]=3[NH:9][C:4]2=[CH:3][CH:2]=1.[CH3:14][N:15]1[CH2:27][CH2:26][C:25]2[C:24]3[C:19](=[CH:20][CH:21]=[C:22]([CH3:28])[CH:23]=3)[N:18]([CH2:29][C:30]([OH:32])=[O:31])[C:17]=2[CH2:16]1>CC(C)CCO>[CH2:7]1[CH2:13][CH2:12][CH:11]([N:10]=[C:8]=[N:9][CH:4]2[CH2:3][CH2:2][CH2:1][CH2:6][CH2:5]2)[CH2:17][CH2:16]1.[CH3:14][N:15]1[CH2:27][CH2:26][C:25]2[C:24]3[C:19](=[CH:20][CH:21]=[C:22]([CH3:28])[CH:23]=3)[N:18]([CH2:29][C:30]([O:32][CH2:3][CH2:4][CH:5]([CH3:7])[CH3:6])=[O:31])[C:17]=2[CH2:16]1. Procedure details: Method for the preparation of compound 19 [isopentyl 2-(2,6-dimethyl-3,4-dihydro-1H-pyrido[3,4-b]indol-9(2H)-yl)acetate]:p-tolylhydrazine is alkylated with ethyl 2-bromoacetate to give the substituted phenylhydrazine, ethyl 2-(1-p-tolylhydrazinyl)acetate (III). The reaction of III with 4,4-dimethoxy-N-methylbutan-1-amine gives the indole derivative ethyl 2-(5-methyl-3-(2-(methylamino)ethyl)-1H-indol-1-yl)acetate (V). Effecting the indole to standard Pictet Spingler conditions with formaldehyde g...